The task is: describe an organic reaction: reactants, conditions, products, and yield. This data is from the Open Reaction Database (ORD), a public repository of structured organic reaction records. The reactants are ClC1=C(C=C(C2=C1C(=CO2)C(=O)C2=CC=C(C=C2)OC)Cl)O ((4,7-Dichloro-5-hydroxy-benzofuran-3-yl)-(4-methoxy-phenyl)-methanone), CC(=O)OI1(C=2C=CC=CC2C(=O)O1)(OC(=O)C)OC(=O)C (Dess-Martin periodinane), petroleum ether-EtOAc, ice water. Solvent: CS(=O)C (DMSO). Run at time 20 minute. Yields the product ClC1=CC(C(C=2C(=COC21)C(C2=CC=C(C=C2)OC)=O)=O)=O (7-Chloro-3-(4-methoxybenzoyl)-benzofuran-4,5-dione). RXN SMILES: Cl[C:2]1[C:7]2[C:8]([C:11]([C:13]3[CH:18]=[CH:17][C:16]([O:19][CH3:20])=[CH:15][CH:14]=3)=[O:12])=[CH:9][O:10][C:6]=2[C:5]([Cl:21])=[CH:4][C:3]=1[OH:22].CC(OI1(OC(C)=O)(OC(C)=O)OC(=O)C2C=CC=CC1=2)=[O:25]>CS(C)=O>[Cl:21][C:5]1[C:6]2[O:10][CH:9]=[C:8]([C:11](=[O:12])[C:13]3[CH:18]=[CH:17][C:16]([O:19][CH3:20])=[CH:15][CH:14]=3)[C:7]=2[C:2](=[O:25])[C:3](=[O:22])[CH:4]=1. Reported procedure: To a solution of compound 10e (100 mg, 0.29 mmol) in DMSO (1.5 mL) was added Dess-Martin periodinane (253 mg, 0.59 mmol) at 0° C. The resulting mixture was stirred at room temperature for 20 min and poured into ice-water (2 mL). The resulting precipitate was filtered, washed with water, and dried under high vacuum to obtain compound SKC-BF-03 (50 mg, 53%) as an orange solid. TLC Rf=0.5 (petroleum ether-EtOAc, 6:4); 1H NMR (CDCl3) δ 7.90-7.84 (m, 3H), 6.95 (d, J=8.6 Hz, 2H), 6.53 (s, 1H), 3.88 (s...